This data is from the Open Reaction Database (ORD), a public repository of structured organic reaction records. The task is: describe an organic reaction: reactants, conditions, products, and yield Reactants: BrC=1C=CC=2N(C1)C(=NN2)C(F)(F)Cl (6-Bromo-3-(chloro-difluoro-methyl)-[1,2,4]triazolo[4,3-a]pyridine), FC(OC1=CC=C(C=C1)B(O)O)(F)F (4-trifluoromethoxyphenyl boronic acid), C([O-])([O-])=O.[K+].[K+] (potassium carbonate). The reagents and catalysts are C1=CC=C(C=C1)P([C-]2C=CC=C2)C3=CC=CC=C3.C1=CC=C(C=C1)P([C-]2C=CC=C2)C3=CC=CC=C3.Cl[Pd]Cl.[Fe+2] (dppfPdCl2). The solvent is C1(=CC=CC=C1)C (toluene). Reaction conditions: temperature 70 celsius. Product: ClC(C1=NN=C2N1C=C(C=C2)C2=CC=C(C=C2)OC(F)(F)F)(F)F (3-(chloro-difluoro-methyl)-6-(4-trifluoromethoxy-phenyl)-[1,2,4]triazolo[4,3-a]pyridine). Reaction SMILES: Br[C:2]1[CH:3]=[CH:4][C:5]2[N:6]([C:8]([C:11]([Cl:14])([F:13])[F:12])=[N:9][N:10]=2)[CH:7]=1.[F:15][C:16]([F:28])([F:27])[O:17][C:18]1[CH:23]=[CH:22][C:21](B(O)O)=[CH:20][CH:19]=1.C(=O)([O-])[O-].[K+].[K+]>C1(C)C=CC=CC=1.C1C=CC(P(C2C=CC=CC=2)[C-]2C=CC=C2)=CC=1.C1C=CC(P(C2C=CC=CC=2)[C-]2C=CC=C2)=CC=1.Cl[Pd]Cl.[Fe+2]>[Cl:14][C:11]([F:13])([F:12])[C:8]1[N:6]2[CH:7]=[C:2]([C:21]3[CH:20]=[CH:19][C:18]([O:17][C:16]([F:15])([F:27])[F:28])=[CH:23][CH:22]=3)[CH:3]=[CH:4][C:5]2=[N:10][N:9]=1 |f:2.3.4,6.7.8.9|. Procedure details: 6-Bromo-3-(chloro-difluoro-methyl)-[1,2,4]triazolo[4,3-a]pyridine (2.76 g, 9.8 mmol), 4-trifluoromethoxyphenyl boronic acid (2.5 g, 12.1 mmol), dppfPdCl2 (1,1′-bis(diphenylphosphino)ferrocene palladium dichloride)(350 mg, 0.5 mmol), and potassium carbonate (2.76 g, 20 mmol) were suspended in degassed toluene (20 mL), degassed isopropanol (10 mL) and degassed water (10 mL) under an atmosphere of nitrogen. The reaction mixture was heated at 70° C. for 1 hour before being cooled to room temperature... Starting materials: BrCC1CC1, O=C(O)c1cc(S(=O)O)ccc1Cl, O. The product is O=C(O)c1cc(S(=O)(=O)CC2CC2)ccc1Cl. Reaction SMILES: [Br:14][CH2:15][CH:16]1[CH2:17][CH2:18]1.[Cl:1][c:2]1[c:3]([C:4](=[O:5])[OH:6])[cH:7][c:8]([S:11](=[O:12])[OH:13])[cH:9][cH:10]1.[OH2:19]>>[Cl:1][c:2]1[c:3]([C:4](=[O:5])[OH:6])[cH:7][c:8]([S:11](=[O:12])(=[O:13])[CH2:15][CH:16]2[CH2:17][CH2:18]2)[cH:9][cH:10]1. Starting materials: BrCc1ccccc1, CN1CCCC1=O, CC(C)(C)[O-], OC1CCCC(O)C1, [K+], O. Yields the product OC1CCCC(OCc2ccccc2)C1. As a reaction SMILES: [Br:15][CH2:16][c:17]1[cH:18][cH:19][cH:20][cH:21][cH:22]1.[CH3:24][N:25]1[CH2:26][CH2:27][CH2:28][C:29]1=[O:30].[CH3:9][C:10]([CH3:11])([O-:12])[CH3:13].[CH:1]1([OH:8])[CH2:2][CH:3]([OH:7])[CH2:4][CH2:5][CH2:6]1.[K+:14].[OH2:23]>>[CH:1]1([OH:8])[CH2:2][CH:3]([O:7][CH2:16][c:17]2[cH:18][cH:19][cH:20][cH:21][cH:22]2)[CH2:4][CH2:5][CH2:6]1. Starting materials: ClC1=NN2C(C(=CC=C2)C2=CC=C(C=C2)S(=O)(=O)C)=N1 (2-chloro-8-(4-methanesulfonyl-phenyl)-[1,2,4]triazolo[1,5-a]pyridine), N1(CCOCC1)C1CCC2=C(CC1)C=C(C=C2)N (7-morpholin-4-yl-6,7,8,9-tetrahydro-5H-benzocyclohepten-2-ylamine), C1(CCCCC1)P(C1=C(C=CC=C1)C1=C(C=CC=C1)P(C1CCCCC1)C1CCCCC1)C1CCCCC1 (2,2′-bis-dicyclohexylphosphanyl-biphenyl). The product is CS(=O)(=O)C1=CC=C(C=C1)C=1C=2N(C=CC1)N=C(N2)NC=2C=CC1=C(CCC(CC1)N1CCOCC1)C2 ([8-(4-Methanesulfonyl-phenyl)-[1,2,4]triazolo[1,5-a]pyridin-2-yl]-(7-morpholin-4-yl-6,7,8,9-tetrahydro-5H-benzocyclohepten-2-yl)-amine), foam. The yield is 63.0%. RXN SMILES: Cl[C:2]1[N:20]=[C:5]2[C:6]([C:10]3[CH:15]=[CH:14][C:13]([S:16]([CH3:19])(=[O:18])=[O:17])=[CH:12][CH:11]=3)=[CH:7][CH:8]=[CH:9][N:4]2[N:3]=1.[N:21]1([CH:27]2[CH2:33][CH2:32][C:31]3[CH:34]=[C:35]([NH2:38])[CH:36]=[CH:37][C:30]=3[CH2:29][CH2:28]2)[CH2:26][CH2:25][O:24][CH2:23][CH2:22]1.C1(P(C2CCCCC2)C2C=CC=CC=2C2C=CC=CC=2P(C2CCCCC2)C2CCCCC2)CCCCC1>>[CH3:19][S:16]([C:13]1[CH:14]=[CH:15][C:10]([C:6]2[C:5]3[N:4]([N:3]=[C:2]([NH:38][C:35]4[CH:36]=[CH:37][C:30]5[CH2:29][CH2:28][CH:27]([N:21]6[CH2:26][CH2:25][O:24][CH2:23][CH2:22]6)[CH2:33][CH2:32][C:31]=5[CH:34]=4)[N:20]=3)[CH:9]=[CH:8][CH:7]=2)=[CH:11][CH:12]=1)(=[O:18])=[O:17]. Procedure details: [8-(4-Methanesulfonyl-phenyl)-[1,2,4]triazolo[1,5-a]pyridin-2-yl]-(7-morpholin-4-yl-6,7,8,9-tetrahydro-5H-benzocyclohepten-2-yl)-amine was prepared from 2-chloro-8-(4-methanesulfonyl-phenyl)-[1,2,4]triazolo[1,5-a]pyridine (100.0 mg, 0.3249 mmol) and 7-morpholin-4-yl-6,7,8,9-tetrahydro-5H-benzocyclohepten-2-ylamine (88.0 mg, 0.357 mmol) with 2,2′-bis-dicyclohexylphosphanyl-biphenyl (36.0 mg, 0.0658 mmol) as the ligand in a manner analogous to Example 2d. Product isolated as a yellow foam (0.107 g... The reactants are C1(CC1)/C=C/C1=C(C(=O)NC2(CC3=CC=CC=C3C2)C(=O)O)C=CC=C1C (2-[2-((E)-2-cyclopropyl-vinyl)-3-methyl-benzoylamino]-indan-2-carboxylic acid). The reagents and catalysts are [Pd] (Pd—C). The solvent is CCO (EtOH). The product is C1(CC1)CCC1=C(C(=O)NC2(CC3=CC=CC=C3C2)C(=O)O)C=CC=C1C (2-[2-(2-Cyclopropyl-ethyl)-3-methyl-benzoylamino]-indan-2-carboxylic acid). Yield: 25.0%. RXN SMILES: [CH:1]1(/[CH:4]=[CH:5]/[C:6]2[C:26]([CH3:27])=[CH:25][CH:24]=[CH:23][C:7]=2[C:8]([NH:10][C:11]2([C:20]([OH:22])=[O:21])[CH2:19][C:18]3[C:13](=[CH:14][CH:15]=[CH:16][CH:17]=3)[CH2:12]2)=[O:9])[CH2:3][CH2:2]1>CCO.[Pd]>[CH:1]1([CH2:4][CH2:5][C:6]2[C:26]([CH3:27])=[CH:25][CH:24]=[CH:23][C:7]=2[C:8]([NH:10][C:11]2([C:20]([OH:22])=[O:21])[CH2:19][C:18]3[C:13](=[CH:14][CH:15]=[CH:16][CH:17]=3)[CH2:12]2)=[O:9])[CH2:2][CH2:3]1. Reported procedure: To a solution of 2-[2-((E)-2-cyclopropyl-vinyl)-3-methyl-benzoylamino]-indan-2-carboxylic acid (138) (120 mg, 0.33 mmol) in absolute EtOH (10 mL) is added the catalyst, Pd—C (5 wt. % Pd, 28 mg, 1.3% mmol) under argon. The resulting reaction mixture is moved to the Paar apparatus to run hydrogenation: 50 psi, room temperature, overnight. The catalyst is removed by the filtration through a pre-column (10 g silica gel) and washed by EtOH. The combined solution is concentrated in vacuo. The residue ... The reactants are [Cu]C#N (Copper (I) cyanide), [I-].[K+] (potassium iodide), BrC1=CC(=C(C=C1)C1=CC=CC=C1)F (4-bromo-2-fluorobiphenyl). Run in N1=CC=CC=C1 (pyridine). Run at temperature 151 celsius, time 24 hour. Yields the product FC1=C(C=CC(=C1)C#N)C1=CC=CC=C1 (2-fluorobiphenyl-4-carbonitrile). RXN SMILES: [Cu][C:2]#[N:3].[I-].[K+].Br[C:7]1[CH:12]=[CH:11][C:10]([C:13]2[CH:18]=[CH:17][CH:16]=[CH:15][CH:14]=2)=[C:9]([F:19])[CH:8]=1>N1C=CC=CC=1>[F:19][C:9]1[CH:8]=[C:7]([C:2]#[N:3])[CH:12]=[CH:11][C:10]=1[C:13]1[CH:14]=[CH:15][CH:16]=[CH:17][CH:18]=1 |f:1.2|. Procedure details: Copper (I) cyanide (10.69 g, 0.12 mol) and potassium iodide (6.21 g, 0.037 mol) are added to a stirred pyridine solution (10 mL) of 4-bromo-2-fluorobiphenyl (10 g, 0.040 mol). The reaction mixture is heated at 150-152° C., 5 mL pyridine is distilled out and heating is continued at 150-152° C. for 24 hrs. The reaction mixture is cooled to 95-1000, toluene (100 mL) is added to it. It is cooled to 35-40° C. and an aqueous ammonia solution (25%, 100 mL) is added. After stirring for half an hour, tol... Reactants: [H][H] (hydrogen), C1CC(N2C(CCC12)=O)=O (dihydro-1H-pyrrolizine-3,5(2H, 6H)-dione), mono(lower alkyl) ester, lower alkyl amine, C1CC(N2C(CCC12)=O)=O (dihydro-1H-pyrrolizine-3,5(2H,6H)-dione), lower alkyl amine, lower alkyl, ester, ON=C(CCC(=O)O)CCC(=O)O (4-(hydroxyimino)heptanedioic acid), ON=C(CCC(=O)O)CCC(=O)O (4-(hydroxyimino)heptanedioic acid). Reagents/catalysts: [Rh] (rhodium/alumina). Yields the product O=C1CCC(N1)CCC(=O)O (5-oxo-2-pyrrolidinepropanoic acid). Reaction SMILES: C1C2N(C(=O)CC2)C(=O)C1.O[N:12]=[C:13]([CH2:19][CH2:20][C:21]([OH:23])=[O:22])[CH2:14][CH2:15][C:16](O)=[O:17].[H][H]>[Rh]>[O:17]=[C:16]1[NH:12][CH:13]([CH2:19][CH2:20][C:21]([OH:23])=[O:22])[CH2:14][CH2:15]1. Procedure details: In a process for preparing dihydro-1H-pyrrolizine-3,5(2H, 6H)-dione comprising the steps of catalytically hydrogenating an ester of 4-(hydroxyimino)heptanedioic acid and subsequently cyclizing the resulting product to dihydro-1H-pyrrolizine-3,5(2H,6H)-dione, the improvement comprises reacting an alcoholic solution of a mono(lower alkyl) ester of 4-(hydroxyimino)heptanedioic acid, wherein lower alkyl comprises from one to three carbon atoms, with hydrogen gas at a temperature of about 60° C. in t... The reactants are CCO, Fc1cnccc1Nn1ccc2cc(OCc3ccccc3)ccc21, [H][H]. Product: Oc1ccc2c(ccn2Nc2ccncc2F)c1. As a reaction SMILES: [CH3:28][CH2:29][OH:30].[F:1][c:2]1[cH:3][n:4][cH:5][cH:6][c:7]1[NH:8][n:9]1[cH:10][cH:11][c:12]2[cH:13][c:14]([O:18][CH2:19][c:20]3[cH:21][cH:22][cH:23][cH:24][cH:25]3)[cH:15][cH:16][c:17]12.[H:26][H:27]>>[F:1][c:2]1[cH:3][n:4][cH:5][cH:6][c:7]1[NH:8][n:9]1[cH:10][cH:11][c:12]2[cH:13][c:14]([OH:18])[cH:15][cH:16][c:17]12. Reagents/catalysts: [Pd] (Pd-C). Yields the product CN(C)CCC1=CNC2=CC=C(C=C12)CC1=CC=CC=C1 (1-(N,N-Dimethylamino)-2-(5-benzylindol-3-yl)ethane), C(C1=CC=CC=C1)C=1C=C2C=CNC2=CC1 (5-benzylindole). As a reaction SMILES: BrC1C=C2C(=CC=1)N([Si](C(C)C)(C(C)C)C(C)C)C=C2.C([Li])(C)(C)C.C(=O)C1C=CC=CC=1.[Na+].[Cl-].[F-].[CH2:37]([N+:41](CCCC)([CH2:46]CCC)[CH2:42]CCC)[CH2:38]CC.[C:54]1([CH:60]([C:62]2[CH:63]=[C:64]3[C:68](=[CH:69][CH:70]=2)[NH:67][CH:66]=[CH:65]3)O)[CH:59]=[CH:58][CH:57]=[CH:56][CH:55]=1>C1COCC1.CCO.[Pd].O>[CH3:42][N:41]([CH2:37][CH2:38][C:65]1[C:64]2[C:68](=[CH:69][CH:70]=[C:62]([CH2:60][C:54]3[CH:59]=[CH:58][CH:57]=[CH:56][CH:55]=3)[CH:63]=2)[NH:67][CH:66]=1)[CH3:46].[CH2:60]([C:62]1[CH:63]=[C:64]2[C:68](=[CH:69][CH:70]=1)[NH:67][CH:66]=[CH:65]2)[C:54]1[CH:55]=[CH:56][CH:57]=[CH:58][CH:59]=1 |f:3.4,5.6|. Reaction conditions: time 1 hour. Run in C1CCOC1 (THF), O (H2O), C1CCOC1 (THF), CCO (EtOH). Starting materials: product, C(C1=CC=CC=C1)=O (benzaldehyde), [Na+].[Cl-] (NaCl), BrC=1C=C2C=CN(C2=CC1)[Si](C(C)C)(C(C)C)C(C)C (5-Bromo-1-triisopropylsilylindole), C1(=CC=CC=C1)C(O)C=1C=C2C=CNC2=CC1 (phenyl(indol-5-yl)methanol), [F-].C(CCC)[N+](CCCC)(CCCC)CCCC (tetra-n-butylammonium fluoride), C(C)(C)(C)[Li] (tert-Butyllithium). Reported procedure: 5-Bromo-1-triisopropylsilylindole (2.0 g, 5.68 mmol) was dissolved in THF (dry, 30 mL) and the solution cooled to -70° C. tert-Butyllithium (1.7M in hexane; 10.7 mL, 18.2 mmol) was added, and by the time addition was complete, a permanent yellow coloration had been produced. After a further 1 hr at -65° C. benzaldehyde (0.658 g, 6.20 mmol) was added and the mixture stirred at ca -65° C. for 1 hr before warming gradually to room temperature H2O and NaCl were added to the mixture which was then ex... Product: CCOC(=O)c1nc(Br)c2c(c1O)c(Br)c(Br)n2-c1ccccc1. RXN SMILES: [CH2:1]([CH3:2])[O:3][C:4](=[O:5])[c:6]1[c:7]([OH:23])[c:8]2[c:9]([cH:10][n:11]1)[n:12](-[c:17]1[cH:18][cH:19][cH:20][cH:21][cH:22]1)[c:13]([Br:16])[c:14]2[Br:15].[O:24]=[C:25]1[N:26]([Br:31])[C:27](=[O:28])[CH2:29][CH2:30]1>>[CH2:1]([CH3:2])[O:3][C:4](=[O:5])[c:6]1[c:7]([OH:23])[c:8]2[c:9]([c:10]([Br:31])[n:11]1)[n:12](-[c:17]1[cH:18][cH:19][cH:20][cH:21][cH:22]1)[c:13]([Br:16])[c:14]2[Br:15]. Reactants: CCOC(=O)c1ncc2c(c1O)c(Br)c(Br)n2-c1ccccc1, O=C1CCC(=O)N1Br.